From a dataset of the Open Reaction Database (ORD), a public repository of structured organic reaction records. describe an organic reaction: reactants, conditions, products, and yield Starting materials: NC=1C=C(C#N)C=CN1 (2-amino-isonicotinonitrile), ice MeOH, C1CC(=O)N(C1=O)Br (NBS). Solvent: CCOC(=O)C (AcOEt), CN(C)C=O (DMF). Reaction conditions: temperature -18 celsius, time 1 hour. The product is NC=1C=C(C#N)C(=CN1)Br (2-Amino-5-bromo-isonicotinonitrile). Yield: 78.2%. Reaction SMILES: [NH2:1][C:2]1[CH:3]=[C:4]([CH:7]=[CH:8][N:9]=1)[C:5]#[N:6].C1C(=O)N([Br:17])C(=O)C1>CN(C=O)C.CCOC(C)=O>[NH2:1][C:2]1[CH:3]=[C:4]([C:7]([Br:17])=[CH:8][N:9]=1)[C:5]#[N:6]. Reported procedure: A solution of 2-amino-isonicotinonitrile (10.0 g, 83.9 mmol) in DMF (20 mL) was cooled to −18° C. (ice/MeOH bath), treated with NBS (16.5 g, 92.3 mmol), and stirred at −18° C. for 1 h. The reaction mixture was diluted in AcOEt (500 mL) and washed with water (200 mL). The aqueous phase was separated and extracted with AcOEt (2×500 ml). The combined organic fractions were dried over Na2SO4, filtered and evaporated. The residue was purified by Combi-Flash Companion™ (Isco Inc.) column chromatograph... Starting materials: O.NN (hydrazine hydrate), NOC(CN1C(CC(C1)CCC)=O)=O (1-[2-(aminooxy)-2-oxoethyl]-4-propylpyrrolidin-2-one), three. Solvent: CCO (EtOH), [Cl-].[Na+].O (brine). Yields the product O=C1N(CC(C1)CCC)CC(=O)NN (2-(2-oxo-4-propylpyrrolidin-1-yl)acetohydrazide). Yield: 91.6%. Reaction SMILES: O.[NH2:2][NH2:3].N[O:5][C:6](=O)[CH2:7][N:8]1[CH2:12][CH:11]([CH2:13][CH2:14][CH3:15])[CH2:10][C:9]1=[O:16]>CCO.[Cl-].[Na+].O>[O:16]=[C:9]1[CH2:10][CH:11]([CH2:13][CH2:14][CH3:15])[CH2:12][N:8]1[CH2:7][C:6]([NH:2][NH2:3])=[O:5] |f:0.1,4.5.6|. Reported procedure: In a 250 ml three necked flask fitted with a magnetic stirrer, hydrazine hydrate (5.78 g, 0.18 mol, 3 eq) is added to a solution of 1-[2-(aminooxy)-2-oxoethyl]-4-propylpyrrolidin-2-one x40 (11.99 g, 60.29 mmol) in EtOH (125 ml). The mixture is heated 4 h at reflux, cooled down to room temperature, diluted with brine and extracted with CH2Cl2. The combined organic phases are dried over MgSO4, filtered and evaporated to afford 11.0 g of 2-(2-oxo-4-propylpyrrolidin-1-yl)acetohydrazide x41. Starting materials: O (water), CC(C)(C)[Si](O[C@@H](C)[C@H]1CC=C2C=3CC[C@H]4C([C@H](CC[C@]4(C)C3CC[C@]12C)OC(C)OCC)(C)C)(C)C ((3β,5α,20S)-20-[[(1,1-dimethylethyl)dimethylsilyl]oxy]-3-[(1-ethoxyethyl)oxy]-4,4-dimethylpregna-8,14-diene), solution, [F-].C(CCC)[N+](CCCC)(CCCC)CCCC (tetrabutylammonium fluoride). Solvent: O1CCCC1 (tetrahydrofuran). Product: C(C)OC(C)O[C@@H]1C([C@@H]2CCC=3C4=CC[C@H]([C@H](C)O)[C@]4(CCC3[C@]2(CC1)C)C)(C)C ((3β,5α,20S)-3-[(1-ethoxyethyl)oxy]-4,4-dimethylpregna-8,14-dien-20-ol). Isolated yield 89.7%. Reaction SMILES: CC([Si](C)(C)[O:6][C@H:7]([C@@H:9]1[C@:26]2([CH3:27])[C:12]([C:13]3[CH2:14][CH2:15][C@@H:16]4[C@:21]([C:23]=3[CH2:24][CH2:25]2)([CH3:22])[CH2:20][CH2:19][C@H:18]([O:28][CH:29]([O:31][CH2:32][CH3:33])[CH3:30])[C:17]4([CH3:35])[CH3:34])=[CH:11][CH2:10]1)[CH3:8])(C)C.[F-].C([N+](CCCC)(CCCC)CCCC)CCC.O>O1CCCC1>[CH2:32]([O:31][CH:29]([O:28][C@H:18]1[CH2:19][CH2:20][C@@:21]2([CH3:22])[C@@H:16]([CH2:15][CH2:14][C:13]3[C:12]4[C@:26]([CH3:27])([CH2:25][CH2:24][C:23]=32)[C@@H:9]([C@@H:7]([OH:6])[CH3:8])[CH2:10][CH:11]=4)[C:17]1([CH3:35])[CH3:34])[CH3:30])[CH3:33] |f:1.2|. Reported procedure: xvi)—A solution of (3β,5α,20S)-20-[[(1,1-dimethylethyl)dimethylsilyl]oxy]-3-[(1-ethoxyethyl)oxy]-4,4-dimethylpregna-8,14-diene (16; 7.40 g) in a 1 M solution of tetrabutylammonium fluoride in tetrahydrofuran (42 ml) was stirred at room temperature for 24 h. The reaction mixture was poured into water and the product was extracted into ethyl acetate. The combined organic phases were washed with brine and concentrated under reduced pressure. Column chromatography afforded (3β,5α,20S)-3-[(1-ethoxyet...